Dataset: the Open Reaction Database (ORD), a public repository of structured organic reaction records. Task: describe an organic reaction: reactants, conditions, products, and yield The reactants are PCC Al2O3, C(C)(=O)N[C@H]1[C@@H](C=C(C[C@H]1O)C(=O)OC)OC(C)C (methyl (3R,4R,5R)-4-(acetylamino)-5-hydroxy-3-isopropoxy-1-cyclohexene-1-carboxylate). Solvent: ClCCl (dichloromethane). Run at time 8 hour. Product: C(C)(=O)N[C@H]1[C@@H](C=C(CC1=O)C(=O)OC)OC(C)C (methyl (3R,4S)-4-(acetylamino)-3-isopropoxy-5-oxo-1-cyclohexene-1-carboxylate). As a reaction SMILES: [C:1]([NH:4][C@@H:5]1[C@H:10]([OH:11])[CH2:9][C:8]([C:12]([O:14][CH3:15])=[O:13])=[CH:7][C@H:6]1[O:16][CH:17]([CH3:19])[CH3:18])(=[O:3])[CH3:2]>ClCCl>[C:1]([NH:4][C@@H:5]1[C:10](=[O:11])[CH2:9][C:8]([C:12]([O:14][CH3:15])=[O:13])=[CH:7][C@H:6]1[O:16][CH:17]([CH3:19])[CH3:18])(=[O:3])[CH3:2]. Procedure details: PCC/Al2O3 can be added to a room temperature solution of Example 13L in dichloromethane. After stirring overnight, the reaction mixture can be filtered and concentrated. The concentrate can be purified by flash chromatography using ethyl acetate to afford the desired product. The reactants are CC(=Cc1ccc(C(C)(C)C)cc1)CN1CCCCC1, C, Cl, [Pd]. The product is CC(Cc1ccc(C(C)(C)C)cc1)CN1CCCCC1. Reaction SMILES: [C:1]([CH3:2])([CH3:3])([CH3:4])[c:5]1[cH:6][cH:7][c:8]([CH:11]=[C:12]([CH2:13][N:14]2[CH2:15][CH2:16][CH2:17][CH2:18][CH2:19]2)[CH3:20])[cH:9][cH:10]1.[C:22].[ClH:21].[Pd:23]>>[C:1]([CH3:2])([CH3:3])([CH3:4])[c:5]1[cH:6][cH:7][c:8]([CH2:11][CH:12]([CH2:13][N:14]2[CH2:15][CH2:16][CH2:17][CH2:18][CH2:19]2)[CH3:20])[cH:9][cH:10]1. The reactants are ClC1=CC(=NC=2N1N=CC2)N (7-Chloropyrazolo[1,5-a]pyrimidin-5-amine), OCC=1C=C(C=CC1)B(O)O (3-(hydroxymethyl)phenylboronic acid). The product is NC1=NC=2N(C(=C1)C=1C=C(C=CC1)CO)N=CC2 ((3-(5-aminopyrazolo[1,5-a]pyrimidin-7-yl)phenyl)methanol). Reaction SMILES: Cl[C:2]1[N:7]2[N:8]=[CH:9][CH:10]=[C:6]2[N:5]=[C:4]([NH2:11])[CH:3]=1.[OH:12][CH2:13][C:14]1[CH:15]=[C:16](B(O)O)[CH:17]=[CH:18][CH:19]=1>>[NH2:11][C:4]1[CH:3]=[C:2]([C:18]2[CH:19]=[C:14]([CH2:13][OH:12])[CH:15]=[CH:16][CH:17]=2)[N:7]2[N:8]=[CH:9][CH:10]=[C:6]2[N:5]=1. Procedure details: The titled compound was prepared using a procedure analogous to that described in connection with Example 15 except that 7-chloropyrazolo[1,5-a]pyrimidin-5-amine (1E) and 3-(hydroxymethyl)phenylboronic acid were used as starting materials. 1H NMR (400 MHz, MeOD) δ ppm 4.72 (s, 2 H) 6.27-6.31 (m, 1 H) 6.47 (s, 1 H) 7.56 (t, J=7.58 Hz, 1 H) 7.62 (d, J=7.58 Hz, 1 H) 7.84 (d, J=7.33 Hz, 1 H) 7.91-7.97 (m, 2 H). Reported procedure: To a solution of 0.25 g (0.5 mmole) of 4-(3-chloro-phenyl)-2-[5-(4-methyl-piperazin-1-ylmethyl)-benzoimidazol-1-yl]-thiazole-5-carboxylic acid ethyl ester (I.2e) in 10 mL of tetrahydrofuran and 10 mL of water was added 0.12 g (5 mmole) of lithium hydroxide. The mixture was stirred at ambient temperature for 1 hour. The mixture was concentrated under reduced pressure, 40 mL of water was added and the pH adjusted to 6-7 by the addition of 1M hydrochloric acid. The precipitate was collected by filt... Run at time 1 hour. Yields the product ClC=1C=C(C=CC1)C=1N=C(SC1C(=O)O)N1C=NC2=C1C=CC(=C2)CN2CCN(CC2)C (4-(3-chloro-phenyl)-2-[5-(4-methyl-piperazin-1-ylmethyl)-benzoimidazol-1-yl]-thiazole-5-carboxylic acid). RXN SMILES: C([O:3][C:4]([C:6]1[S:10][C:9]([N:11]2[C:15]3[CH:16]=[CH:17][C:18]([CH2:20][N:21]4[CH2:26][CH2:25][N:24]([CH3:27])[CH2:23][CH2:22]4)=[CH:19][C:14]=3[N:13]=[CH:12]2)=[N:8][C:7]=1[C:28]1[CH:33]=[CH:32][CH:31]=[C:30]([Cl:34])[CH:29]=1)=[O:5])C.[OH-].[Li+]>O1CCCC1.O>[Cl:34][C:30]1[CH:29]=[C:28]([C:7]2[N:8]=[C:9]([N:11]3[C:15]4[CH:16]=[CH:17][C:18]([CH2:20][N:21]5[CH2:22][CH2:23][N:24]([CH3:27])[CH2:25][CH2:26]5)=[CH:19][C:14]=4[N:13]=[CH:12]3)[S:10][C:6]=2[C:4]([OH:5])=[O:3])[CH:33]=[CH:32][CH:31]=1 |f:1.2|. Solvent: O1CCCC1 (tetrahydrofuran), O (water). Starting materials: C(C)OC(=O)C1=C(N=C(S1)N1C=NC2=C1C=CC(=C2)CN2CCN(CC2)C)C2=CC(=CC=C2)Cl (4-(3-chloro-phenyl)-2-[5-(4-methyl-piperazin-1-ylmethyl)-benzoimidazol-1-yl]-thiazole-5-carboxylic acid ethyl ester), [OH-].[Li+] (lithium hydroxide). Isolated yield 51.3%. The reactants are NC=1C=C(C=CC1)C=1OC2=C(N1)C=C(C=C2)C2=CC=CC=C2 (2-(3-aminophenyl)-5-phenylbenzoxazole), C1=CC2=C(C=C1C(=O)O)C(=O)OC2=O (1,2,4-benzenetricarboxylic anhydride). The product is C1(=CC=CC=C1)C=1C=CC2=C(N=C(O2)C=2C=C(C=CC2)N2C(C3=CC=C(C=C3C2=O)C(=O)O)=O)C1 (2-[3-(5-Phenylbenzoxazol-2-yl)phenyl]-2,3-dihydro-1,3-dioxo-1H-isoindole-5-carboxylic acid). Reaction SMILES: [NH2:1][C:2]1[CH:3]=[C:4]([C:8]2[O:9][C:10]3[CH:16]=[CH:15][C:14]([C:17]4[CH:22]=[CH:21][CH:20]=[CH:19][CH:18]=4)=[CH:13][C:11]=3[N:12]=2)[CH:5]=[CH:6][CH:7]=1.[CH:23]1[C:28]([C:29]([OH:31])=[O:30])=[CH:27][C:26]2[C:32]([O:34][C:35](=O)[C:25]=2[CH:24]=1)=[O:33]>>[C:17]1([C:14]2[CH:15]=[CH:16][C:10]3[O:9][C:8]([C:4]4[CH:3]=[C:2]([N:1]5[C:32](=[O:33])[C:26]6[C:25](=[CH:24][CH:23]=[C:28]([C:29]([OH:31])=[O:30])[CH:27]=6)[C:35]5=[O:34])[CH:7]=[CH:6][CH:5]=4)=[N:12][C:11]=3[CH:13]=2)[CH:18]=[CH:19][CH:20]=[CH:21][CH:22]=1. Reported procedure: Prepared by the method of Example 1b), from 2-(3-aminophenyl)-5-phenylbenzoxazole (40 mg, 0.14 mmol) and 1,2,4-benzenetricarboxylic anhydride (30 mg, 0.16 mmol) the title compound was obtained, 45 mg (70%). 1H NMR (DMSO) δ 8.45(dd, 1H), 8.38(d, 2H), 8.30(dt, 1H), 8.12(m, 2H), 7.9(d, 1H), 7.78(m, 5H), 7.51(t, 2H), 7.40(t, 1H). MS 459 m/z (M−H)−. Reactants: N1N=CN=C1 (1,2,4-triazole), C([O-])([O-])=O.[K+].[K+] (potassium carbonate), COCCBr (2-Bromoethyl methyl ether). Run in CC(=O)C (acetone). Reaction conditions: time 18 hour. Yields the product COCCN1N=CN=C1 (1-(2-Methoxyethyl)-1,2,4-triazole). The yield is 56.8%. As a reaction SMILES: [CH3:1][O:2][CH2:3][CH2:4]Br.[NH:6]1[CH:10]=[N:9][CH:8]=[N:7]1.C(=O)([O-])[O-].[K+].[K+]>CC(C)=O>[CH3:1][O:2][CH2:3][CH2:4][N:6]1[CH:10]=[N:9][CH:8]=[N:7]1 |f:2.3.4|. Procedure details: 2-Bromoethyl methyl ether (6.7 ml, 0.072 mol) was added to a stirred, ice-cooled suspension of 1,2,4-triazole (5.0 g, 0.072 mol) and potassium carbonate (10 g, 0.072 mol) in acetone (50 ml). After a further 3 hours the cooling bath was removed and stirring continued for 18 hours at room temperature. The reaction mixture was filtered, the filtrate evaporated under reduced pressure and the residue purified by column chromatography on silica gel, using dichloromethane:methanol (95:5) as eluant, to ... Starting materials: NC1=CC=C(C=C1)C=1[C@@H](CC(NN1)=O)C ((R)-6-(4-aminophenyl)-5-methyl-4,5-dihydro-3(2H)-pyridazinone), CSC1=NC=CC(=O)N1 (2-methylthiouracil). Run in N1=CC=CC=C1 (pyridine). Product: O=C1N=C(NC=C1)NC1=CC=C(C=C1)C=1[C@@H](CC(NN1)=O)C ((R)-6-[4-(1,4-Dihydro-4-oxo-2-pyrimidinylamino)phenyl]-5-methyl-4,5-dihydro-3(2H)-pyridazinone). As a reaction SMILES: [NH2:1][C:2]1[CH:7]=[CH:6][C:5]([C:8]2[C@H:9]([CH3:15])[CH2:10][C:11](=[O:14])[NH:12][N:13]=2)=[CH:4][CH:3]=1.CS[C:18]1[NH:24][C:22](=[O:23])[CH:21]=[CH:20][N:19]=1>N1C=CC=CC=1>[O:23]=[C:22]1[CH:21]=[CH:20][NH:19][C:18]([NH:1][C:2]2[CH:7]=[CH:6][C:5]([C:8]3[C@H:9]([CH3:15])[CH2:10][C:11](=[O:14])[NH:12][N:13]=3)=[CH:4][CH:3]=2)=[N:24]1. Procedure: A stirred mixture of (R)-6-(4-aminophenyl)-5-methyl-4,5-dihydro-3(2H)-pyridazinone and 2-methylthiouracil in dry pyridine are heated together to afford the title compound. Reaction SMILES: [CH3:1][O:2][C:3](=[O:4])[c:5]1[s:6][c:7]([C:18]#[C:19][C:20]([CH3:21])([CH3:22])[CH3:23])[cH:8][c:9]1[NH:10][C:11]([O:12][C:13]([CH3:14])([CH3:15])[CH3:16])=[O:17].[Cl:31][CH2:32][Cl:33].[OH:24][C:25]([C:26]([F:27])([F:28])[F:29])=[O:30]>>[CH3:1][O:2][C:3](=[O:4])[c:5]1[s:6][c:7]([C:18]#[C:19][C:20]([CH3:21])([CH3:22])[CH3:23])[cH:8][c:9]1[NH2:10]. Yields the product COC(=O)c1sc(C#CC(C)(C)C)cc1N. Reactants: COC(=O)c1sc(C#CC(C)(C)C)cc1NC(=O)OC(C)(C)C, ClCCl, O=C(O)C(F)(F)F. The reactants are BrC=1N=C2C(=NC1)N(C=C2C(=O)NC(C)C)COCC[Si](C)(C)C (2-Bromo-N-isopropyl-5-((2-(trimethylsilyl)ethoxy)methyl)-5H-pyrrolo[2,3-b]pyrazine-7-carboxamide), CN1N=C(C=2CCC(CC12)(C)C)[Sn](CCCC)(CCCC)CCCC (1,6,6-trimethyl-3-(tributylstannyl)-4,5,6,7-tetrahydro-1H-indazole). The reagents and catalysts are C=1C=CC(=CC1)[P](C=2C=CC=CC2)(C=3C=CC=CC3)[Pd]([P](C=4C=CC=CC4)(C=5C=CC=CC5)C=6C=CC=CC6)([P](C=7C=CC=CC7)(C=8C=CC=CC8)C=9C=CC=CC9)[P](C=1C=CC=CC1)(C=1C=CC=CC1)C=1C=CC=CC1 (tetrakis(triphenylphosphine)palladium), [Cu]I (CuI). Run in CN(C)C=O (DMF). Run at temperature 90 celsius, time 2.5 hour. Product: C(C)(C)NC(=O)C1=CN(C2=NC=C(N=C21)C2=NN(C=1CC(CCC21)(C)C)C)COCC[Si](C)(C)C (N-isopropyl-2-(1,6,6-trimethyl-4,5,6,7-tetrahydro-1H-indazol-3-yl)-5-((2-(trimethylsilyl)ethoxy)methyl)-5H-pyrrolo[2,3-b]pyrazine-7-carboxamide). Isolated yield 69.9%. RXN SMILES: Br[C:2]1[N:3]=[C:4]2[C:10]([C:11]([NH:13][CH:14]([CH3:16])[CH3:15])=[O:12])=[CH:9][N:8]([CH2:17][O:18][CH2:19][CH2:20][Si:21]([CH3:24])([CH3:23])[CH3:22])[C:5]2=[N:6][CH:7]=1.[CH3:25][N:26]1[C:34]2[CH2:33][C:32]([CH3:36])([CH3:35])[CH2:31][CH2:30][C:29]=2[C:28]([Sn](CCCC)(CCCC)CCCC)=[N:27]1>CN(C=O)C.C1C=CC([P]([Pd]([P](C2C=CC=CC=2)(C2C=CC=CC=2)C2C=CC=CC=2)([P](C2C=CC=CC=2)(C2C=CC=CC=2)C2C=CC=CC=2)[P](C2C=CC=CC=2)(C2C=CC=CC=2)C2C=CC=CC=2)(C2C=CC=CC=2)C2C=CC=CC=2)=CC=1.[Cu]I>[CH:14]([NH:13][C:11]([C:10]1[C:4]2[C:5](=[N:6][CH:7]=[C:2]([C:28]3[C:29]4[CH2:30][CH2:31][C:32]([CH3:35])([CH3:36])[CH2:33][C:34]=4[N:26]([CH3:25])[N:27]=3)[N:3]=2)[N:8]([CH2:17][O:18][CH2:19][CH2:20][Si:21]([CH3:24])([CH3:23])[CH3:22])[CH:9]=1)=[O:12])([CH3:16])[CH3:15] |^1:58,60,79,98|. Procedure: 2-Bromo-N-isopropyl-5-((2-(trimethylsilyl)ethoxy)methyl)-5H-pyrrolo[2,3-b]pyrazine-7-carboxamide (107 mg, 259 μmol) and 1,6,6-trimethyl-3-(tributylstannyl)-4,5,6,7-tetrahydro-1H-indazole (see Example 70, 188 mg, 414 μmol.6) were dissolved in DMF (2.5 mL) under argon, tetrakis(triphenylphosphine)palladium (0) (15.0 mg, 12.9 μmol) and CuI (4.64 mg, 51.8 μmol, Eq: 0.20) were added and the mixture sonicated for 5 min with bubbling argon. The reaction mixture was stirred at 90° C. (oil bath temperatu...